Dataset: the Open Reaction Database (ORD), a public repository of structured organic reaction records. Task: describe an organic reaction: reactants, conditions, products, and yield Starting materials: CC(c1ccc(B2OC(C)(C)C(C)(C)O2)cc1)N1CCC(CC(C)(C)C#N)(c2ccccc2)OC1=O, Cc1ccc(Cl)nn1. The product is Cc1ccc(-c2ccc(C(C)N3CCC(CC(C)(C)C#N)(c4ccccc4)OC3=O)cc2)nn1. RXN SMILES: [CH3:1][C:2]([C:3]#[N:4])([CH2:5][C:6]1([c:30]2[cH:31][cH:32][cH:33][cH:34][cH:35]2)[CH2:7][CH2:8][N:9]([CH:13]([CH3:14])[c:15]2[cH:16][cH:17][c:18]([B:21]3[O:22][C:23]([CH3:24])([CH3:25])[C:26]([CH3:27])([CH3:28])[O:29]3)[cH:19][cH:20]2)[C:10](=[O:12])[O:11]1)[CH3:36].[Cl:37][c:38]1[n:39][n:40][c:41]([CH3:44])[cH:42][cH:43]1>>[CH3:1][C:2]([C:3]#[N:4])([CH2:5][C:6]1([c:30]2[cH:31][cH:32][cH:33][cH:34][cH:35]2)[CH2:7][CH2:8][N:9]([CH:13]([CH3:14])[c:15]2[cH:16][cH:17][c:18](-[c:38]3[n:39][n:40][c:41]([CH3:44])[cH:42][cH:43]3)[cH:19][cH:20]2)[C:10](=[O:12])[O:11]1)[CH3:36]. Reported procedure: By brominating 4,6-dichloro-5-(3-methoxyphenoxy)-pyrimidine with N-bromosuccinimide in acetic acid/acetic anhydride at 100° C. there was obtained 4,6-dichloro-5-(2-bromo-5-methoxyphenoxy)pyrimidine; therefrom with p-tert-benzenesulfonamide K there was obtained N-[5-(2-bromo-5-methoxyphenoxy)-6-chloropyrimidin-4-yl]-4-tert-butyl -benzenesulfonamide and therefrom with Na ethylene glycolate there was obtained p-tert-butyl-N-[5-(2-bromo-5-methoxyphenoxy)-6-(2-hydroxyethoxy)-4-pyrimidinyl]-benzenesul... Solvent: C(C)(=O)O.C(C)(=O)OC(C)=O (acetic acid acetic anhydride). As a reaction SMILES: [Cl:1][C:2]1[C:7]([O:8][C:9]2[CH:14]=[CH:13][CH:12]=[C:11]([O:15][CH3:16])[CH:10]=2)=[C:6]([Cl:17])[N:5]=[CH:4][N:3]=1.[Br:18]N1C(=O)CCC1=O>C(O)(=O)C.C(OC(=O)C)(=O)C>[Cl:17][C:6]1[C:7]([O:8][C:9]2[CH:10]=[C:11]([O:15][CH3:16])[CH:12]=[CH:13][C:14]=2[Br:18])=[C:2]([Cl:1])[N:3]=[CH:4][N:5]=1 |f:2.3|. The product is ClC1=NC=NC(=C1OC1=C(C=CC(=C1)OC)Br)Cl (4,6-dichloro-5-(2-bromo-5-methoxyphenoxy)pyrimidine). Starting materials: ClC1=NC=NC(=C1OC1=CC(=CC=C1)OC)Cl (4,6-dichloro-5-(3-methoxyphenoxy)-pyrimidine), BrN1C(CCC1=O)=O (N-bromosuccinimide). Starting materials: C1CCOC1, Cc1ccncc1, C[Si](C)(C)[N-][Si](C)(C)C, CCCCCC, CCOC(=O)c1cccc(F)c1, [Li+]. Product: O=C(Cc1ccncc1)c1cccc(F)c1. As a reaction SMILES: [CH2:30]1[O:31][CH2:32][CH2:33][CH2:34]1.[CH3:13][c:14]1[cH:15][cH:16][n:17][cH:18][cH:19]1.[CH3:20][Si:21]([N-:22][Si:23]([CH3:24])([CH3:25])[CH3:26])([CH3:27])[CH3:28].[CH3:35][CH2:36][CH2:37][CH2:38][CH2:39][CH3:40].[F:1][c:2]1[cH:3][c:4]([C:5]([O:7][CH2:6][CH3:8])=[O:9])[cH:10][cH:11][cH:12]1.[Li+:29]>>[F:1][c:2]1[cH:3][c:4]([C:5](=[O:7])[CH2:13][c:14]2[cH:15][cH:16][n:17][cH:18][cH:19]2)[cH:10][cH:11][cH:12]1. Reactants: aqueous solution, N(=O)[O-].[Na+] (sodium nitrite), S(O)(O)(=O)=O (sulfuric acid), N[C@H](CC(C)C)C(=O)O (D-leucine). Solvent: aqueous solution. Conditions: time 15 minute. Yields the product C([C@H](O)CC(C)C)(=O)O (D-leucic acid). Reaction SMILES: N([O-])=O.[Na+].S(=O)(=O)(O)[OH:6].N[C@@H:11]([C:16]([OH:18])=[O:17])[CH2:12][CH:13]([CH3:15])[CH3:14]>>[C:16]([OH:18])(=[O:17])[C@@H:11]([CH2:12][CH:13]([CH3:15])[CH3:14])[OH:6] |f:0.1|. Procedure details: While heating and stirring 100 ml of aqueous solution of 14 g of sodium nitrite at 90° C., 400 ml aqueous solution of 0.5N sulfuric acid of 25 g of D-leucine was added over 45 minutes. After dripping, the solution was stirred for 15 minutes until foams were no longer generated. The reaction solution was concentrated to 200 ml in vacuo, and the obtained residue was extracted with diethyl ether. The diethyl ether layer was washed one with 1N hydrochloric acid, and twice with saturated brine sequen... Reactants: [Al+3], C1CCOC1, Cl, [H-], [H-], [H-], [H-], [Li+], [Na+], COC(=O)Cc1cc(=O)[nH][nH]c1=O, [OH-]. Product: O=c1cc(CCO)c(=O)[nH][nH]1. As a reaction SMILES: [Al+3:15].[CH2:23]1[O:24][CH2:25][CH2:26][CH2:27]1.[ClH:22].[H-:14].[H-:17].[H-:18].[H-:19].[Li+:16].[Na+:21].[O:1]=[c:2]1[nH:3][nH:4][c:5](=[O:13])[cH:6][c:7]1[CH2:8][C:9](=[O:10])[O:11][CH3:12].[OH-:20]>>[O:1]=[c:2]1[nH:3][nH:4][c:5](=[O:13])[cH:6][c:7]1[CH2:8][CH2:9][OH:10]. Starting materials: CC(C)(C)OC(=O)Nc1ccc(I)cc1[N+](=O)[O-], Clc1ccccc1I. Yields the product CC(C)(C)OC(=O)Nc1ccc(-c2ccccc2Cl)cc1[N+](=O)[O-]. Reaction SMILES: [C:1]([CH3:2])([CH3:3])([CH3:4])[O:5][C:6]([NH:7][c:8]1[c:9]([N+:15](=[O:16])[O-:17])[cH:10][c:11]([I:14])[cH:12][cH:13]1)=[O:18].[Cl:19][c:20]1[c:21]([I:26])[cH:22][cH:23][cH:24][cH:25]1>>[C:1]([CH3:2])([CH3:3])([CH3:4])[O:5][C:6]([NH:7][c:8]1[c:9]([N+:15](=[O:16])[O-:17])[cH:10][c:11](-[c:21]2[c:20]([Cl:19])[cH:25][cH:24][cH:23][cH:22]2)[cH:12][cH:13]1)=[O:18]. Procedure: Diethylamine (Aldrich, 2.5 mL, 24 mmol) was added to a solution of 3-(chlorosulfonyl)benzoic acid (Aldrich, 2.0 g, 9.1 mmol) in anhydrous dichloromethane (20 mL) at 0° C. The mixture was then stirred at 0° C. for 2 hours. The volatiles were removed under reduced pressure. The residue was treated with aqueous potassium hydrogensulfate (1 M, 10 mL) and then extracted with ethyl acetate (3×50 mL). The combined extracts were dried over magnesium sulfate filtered and then concentrated to give the tit... Solvent: ClCCl (dichloromethane). Run at temperature 0 celsius, time 2 hour. Starting materials: C(C)NCC (Diethylamine), ClS(=O)(=O)C=1C=C(C(=O)O)C=CC1 (3-(chlorosulfonyl)benzoic acid). The product is C(C)N(S(=O)(=O)C=1C=C(C(=O)O)C=CC1)CC (3-(N,N-diethylsulfamoyl)benzoic acid). As a reaction SMILES: [CH2:1]([NH:3][CH2:4][CH3:5])[CH3:2].Cl[S:7]([C:10]1[CH:11]=[C:12]([CH:16]=[CH:17][CH:18]=1)[C:13]([OH:15])=[O:14])(=[O:9])=[O:8]>ClCCl>[CH2:1]([N:3]([CH2:4][CH3:5])[S:7]([C:10]1[CH:11]=[C:12]([CH:16]=[CH:17][CH:18]=1)[C:13]([OH:15])=[O:14])(=[O:9])=[O:8])[CH3:2]. The reactants are C1(CCCCC1)=O (cyclohexanone), C(OC)(OC)OC (trimethyl orthoformate), C=O (paraformaldehyde), C(CC(=O)OCC)(=O)OCC (diethyl malonate). The reagents and catalysts are S(O)(O)(=O)=O (sulfuric acid), S(=O)(=O)(O)[O-].[Na+] (sodium hydrogen sulfate), C(C)[O-].[Na+] (sodium ethanolate). Solvent: C(C)O (ethanol). Run at temperature 50 celsius, time 2 hour. Yields the product O1CC(COC12CCCCC2)(C(=O)OCC)C(=O)OCC (Diethyl 1,5-dioxaspiro[5.5]undecane-3,3-dicarboxylate). Yield: 82.0%. RXN SMILES: [CH:1]([O:6][CH3:7])([O:4][CH3:5])OC.C=O.[C:10]([O:18][CH2:19][CH3:20])(=[O:17])[CH2:11][C:12]([O:14][CH2:15][CH3:16])=[O:13].[C:21]1(=O)[CH2:26][CH2:25]C[CH2:23][CH2:22]1>C([O-])C.[Na+].S(=O)(=O)(O)O.S([O-])(O)(=O)=O.[Na+].C(O)C>[O:4]1[C:1]2([CH2:25][CH2:26][CH2:21][CH2:22][CH2:23]2)[O:6][CH2:7][C:11]([C:12]([O:14][CH2:15][CH3:16])=[O:13])([C:10]([O:18][CH2:19][CH3:20])=[O:17])[CH2:5]1 |f:4.5,7.8|. Procedure details: A suspension, stirred at room temperature, of 148.4 g of trimethyl orthoformate (1.4 mol) and 63.0 g of paraformaldehyde (2.1 mol) was admixed with 10.0 g of ethanol and 0.25 g of sodium ethanolate. The mixture was then heated to 50° C., and 160.2 g of diethyl malonate (1.0 mol) were added gradually over a period of 1.75 hours. At first, the reaction mixture thus obtained was stirred for a further 2 hours at 50° C., followed by cooling to room temperature. With stirring, 0.37 g of sulfuric acid ... Reactants: C(CCC)[Li] (n-butyllithium), C1=C2N(C=N1)CCC2=O (5,6-dihydro-7H-pyrrolo[1,2-c]imidazol-7-one), [Cl-].[NH4+] (ammonium chloride), BrC=1C=C2C=CC(=CC2=CC1)C(=O)O (6-Bromo-2-naphthoic acid). Procedure: 6-Bromo-2-naphthoic acid (1.51 g) was dissolved in dry THF (50 ml), and cooled to −100° C. in a liquid nitrogen/diethyl ether bath. Under stirring a solution (1.6M; 7.88 ml) of n-butyllithium in hexane was added dropwise at −95° C. or below over 5 min. After stirring at −100° C. for 30 min and at −80° C. for 10 min, the mixture was cooled to −100° C. again. A solution of 5,6-dihydro-7H-pyrrolo[1,2-c]imidazol-7-one (0.61 g) in dry THF (11 ml) was added dropwise at −90° C. or below over 5 min. Aft... Isolated yield 12.2%. The solvent is CCCCCC (hexane), C(C)(=O)OCC (ethyl acetate), C1CCOC1 (THF), C1CCOC1 (THF). The product is OC1(CCN2C=NC=C21)C=2C=C1C=CC(=CC1=CC2)C(=O)O (6-(7-hydroxy-6,7-dihydro-5H-pyrrolo[1,2-c]imidazol-7-yl)-2-naphthoic acid). RXN SMILES: Br[C:2]1[CH:3]=[C:4]2[C:9](=[CH:10][CH:11]=1)[CH:8]=[C:7]([C:12]([OH:14])=[O:13])[CH:6]=[CH:5]2.C([Li])CCC.[CH:20]1[N:24]=[CH:23][N:22]2[CH2:25][CH2:26][C:27](=[O:28])[C:21]=12.[Cl-].[NH4+]>C1COCC1.CCCCCC.C(OCC)(=O)C>[OH:28][C:27]1([C:2]2[CH:3]=[C:4]3[C:9](=[CH:10][CH:11]=2)[CH:8]=[C:7]([C:12]([OH:14])=[O:13])[CH:6]=[CH:5]3)[C:21]2[N:22]([CH:23]=[N:24][CH:20]=2)[CH2:25][CH2:26]1 |f:3.4|. Conditions: temperature -100 celsius, time 10 minute. Starting materials: FC(C1=CC=C(C=C1)C1=NCCC2=CC=CC=C12)(F)F (1-(4-(trifluoromethyl)phenyl)-3,4-dihydroisoquinoline), [BH4-].[Na+] (sodium borohydride). Solvent: CO (MeOH). Run at temperature 0 celsius, time 2 hour. Yields the product FC(C1=CC=C(C=C1)C1NCCC2=CC=CC=C12)(F)F (1-(4-(Trifluoromethyl)phenyl)-1,2,3,4-tetrahydroisoquinoline). RXN SMILES: [F:1][C:2]([F:20])([F:19])[C:3]1[CH:8]=[CH:7][C:6]([C:9]2[C:18]3[C:13](=[CH:14][CH:15]=[CH:16][CH:17]=3)[CH2:12][CH2:11][N:10]=2)=[CH:5][CH:4]=1.[BH4-].[Na+]>CO>[F:20][C:2]([F:1])([F:19])[C:3]1[CH:4]=[CH:5][C:6]([CH:9]2[C:18]3[C:13](=[CH:14][CH:15]=[CH:16][CH:17]=3)[CH2:12][CH2:11][NH:10]2)=[CH:7][CH:8]=1 |f:1.2|. Procedure: To a solution of 1-(4-(trifluoromethyl)phenyl)-3,4-dihydroisoquinoline (4.69 g, 17 mmol) in MeOH (24 mL) was added sodium borohydride (1.94 g, 51.1 mmol) slowly at 0° C. Then, the mixture was stirred at 0° C. for 15 min and at RT for 2 h. The solvent was then removed and H2O (20 mL) was added to the residue. A saturated NaHCO3 solution (150 mL) was added slowly and the mixture was extracted with EtOAc (2×200 mL). The combined organic extracts were dried over MgSO4 and concentrated. The residue w...